This data is from the Open Reaction Database (ORD), a public repository of structured organic reaction records. The task is: describe an organic reaction: reactants, conditions, products, and yield Reactants: Cn1cc(C(=O)O)c2ccccc21, Cc1nc(C(=O)N2C(CN)CC3CC32)c(-c2cccc(F)c2)s1. The product is Cc1nc(C(=O)N2C(CNC(=O)c3cn(C)c4ccccc34)CC3CC32)c(-c2cccc(F)c2)s1. Reaction SMILES: [CH3:24][n:25]1[cH:26][c:27]([C:34](=[O:35])[OH:36])[c:28]2[cH:29][cH:30][cH:31][cH:32][c:33]12.[NH2:1][CH2:2][CH:3]1[N:4]([C:9](=[O:10])[c:11]2[n:12][c:13]([CH3:23])[s:14][c:15]2-[c:16]2[cH:17][c:18]([F:22])[cH:19][cH:20][cH:21]2)[CH:5]2[CH2:6][CH:7]2[CH2:8]1>>[NH:1]([CH2:2][CH:3]1[N:4]([C:9](=[O:10])[c:11]2[n:12][c:13]([CH3:23])[s:14][c:15]2-[c:16]2[cH:17][c:18]([F:22])[cH:19][cH:20][cH:21]2)[CH:5]2[CH2:6][CH:7]2[CH2:8]1)[C:34]([c:27]1[cH:26][n:25]([CH3:24])[c:33]2[c:28]1[cH:29][cH:30][cH:31][cH:32]2)=[O:35]. The reactants are FC=1C=CC(=NC1)C(=O)O (5-fluoropyridine-2-carboxylic acid), C(=O)(N1C=NC=C1)N1C=NC=C1 (carbonyldiimidazole), ONC(CC(OC)OC)=N (N-hydroxy-3,3-dimethoxypropanimidamide), O (Water), Example 19. The solvent is CN(C)C=O (DMF), CN(C)C=O (DMF). Run at temperature 40 celsius, time 1 hour. Yields the product COC(CC1=NOC(=N1)C1=NC=C(C=C1)F)OC (2-[3-(2,2-dimethoxyethyl)-1,2,4-oxadiazol-5-yl]-5-fluoropyridine). Reaction SMILES: [OH:1][NH:2][C:3](=[NH:10])[CH2:4][CH:5]([O:8][CH3:9])[O:6][CH3:7].[F:11][C:12]1[CH:13]=[CH:14][C:15]([C:18](O)=O)=[N:16][CH:17]=1.C(N1C=CN=C1)(N1C=CN=C1)=O.O>CN(C=O)C>[CH3:7][O:6][CH:5]([O:8][CH3:9])[CH2:4][C:3]1[N:10]=[C:18]([C:15]2[CH:14]=[CH:13][C:12]([F:11])=[CH:17][N:16]=2)[O:1][N:2]=1. Procedure: A solution of N-hydroxy-3,3-dimethoxypropanimidamide obtained in Reference Example 19 (1.0 g, 6.8 mmol) in DMF (3 mL) was added to a solution of 5-fluoropyridine-2-carboxylic acid (1.0 g, 7.1 mmol) and carbonyldiimidazole (1.3 g, 8.1 mmol) in DMF (4 mL), which was stirred for 1 hour at 40° C., and the mixture was stirred for 30 minutes. The reaction solution was heated to 90° C. and stirred for 15 hours. Water was added to the reaction mixture, followed by extraction with EtOAc. The organic laye... Reactants: OC1=CC=C(C(=O)O)C=C1 (4-hydroxybenzoic acid), C(C)(=O)OC(C)=O (acetic anhydride), O1CCCC1 (tetrahydrofuran), C(Cl)Cl (methylene chloride). The reagents and catalysts are CN(C1=CC=NC=C1)C (4-dimethylaminopyridine). Run in C(C)N(CC)CC (triethylamine). The product is C(C)(=O)OC1=CC=C(C(=O)O)C=C1 (4-Acetoxybenzoic acid). RXN SMILES: [OH:1][C:2]1[CH:10]=[CH:9][C:5]([C:6]([OH:8])=[O:7])=[CH:4][CH:3]=1.[O:11]1CC[CH2:13][CH2:12]1.C(Cl)Cl.C(OC(=O)C)(=O)C>CN(C)C1C=CN=CC=1.C(N(CC)CC)C>[C:12]([O:1][C:2]1[CH:10]=[CH:9][C:5]([C:6]([OH:8])=[O:7])=[CH:4][CH:3]=1)(=[O:11])[CH3:13]. Procedure: To 20 g. of 4-hydroxybenzoic acid in suspension in 150 ml. of tetrahydrofuran (THF) and 150 ml. methylene chloride, 35 g. of triethylamine, 35 g. of acetic anhydride and 3 g. of 4-dimethylaminopyridine are added and the mixture refluxed for 30 minutes. The solvents are thereafter evaporated under reduced pressure and 6N hydrochloric acid is added to the residue. The resulting slurry is filtered, washed with water and dried, affording 20 g. of the captioned compound. Starting materials: O[Li].O (LiOH.H2O), O (H2O), BrC=1C=C(C=C(C1)C(=O)OC)C(=O)OC (Dimethyl 5-bromobenzene-1,3-dicarboxylate). Solvent: C1CCOC1 (THF). Conditions: time 8 hour. Yields the product BrC=1C=C(C(=O)O)C=C(C1)C(=O)OC (3-Bromo-5-methoxycarbonyl-benzoic acid). Yield: 63.3%. Reaction SMILES: [Br:1][C:2]1[CH:3]=[C:4]([C:12]([O:14]C)=[O:13])[CH:5]=[C:6]([C:8]([O:10][CH3:11])=[O:9])[CH:7]=1.O[Li].O.O>C1COCC1>[Br:1][C:2]1[CH:3]=[C:4]([CH:5]=[C:6]([C:8]([O:10][CH3:11])=[O:9])[CH:7]=1)[C:12]([OH:14])=[O:13] |f:1.2|. Procedure details: Dimethyl 5-bromobenzene-1,3-dicarboxylate (5 g, 18.3 mmol, 1.0 eq) was dissolved in THF (50 mL) and LiOH.H2O (1.1 g, 27.5 mmol, 1.5 eq) and H2O (10 mL) were added. The mixture was stirred at room temperature overnight. The THF was removed in vacuo and the aqueous phase acidified with diluted HCl. The aqueous phase was extracted with EtOAc, dried (Na2SO4), filtered and evaporated in vacuo. The residue obtained was purified by column chromatography (CH2Cl2:MeOH, 50:1) to give the title compound as... Starting materials: CCOC(=O)C1CCCN(C(=O)c2ccccc2)C1, CCO, Cl, [Na+], [OH-]. Product: O=C(O)C1CCCN(C(=O)c2ccccc2)C1. RXN SMILES: [C:1]([c:2]1[cH:3][cH:4][cH:5][cH:6][cH:7]1)(=[O:8])[N:9]1[CH2:10][CH:11]([C:15](=[O:16])[O:17][CH2:18][CH3:19])[CH2:12][CH2:13][CH2:14]1.[CH3:23][CH2:24][OH:25].[ClH:22].[Na+:21].[OH-:20]>>[C:1]([c:2]1[cH:3][cH:4][cH:5][cH:6][cH:7]1)(=[O:8])[N:9]1[CH2:10][CH:11]([C:15](=[O:16])[OH:17])[CH2:12][CH2:13][CH2:14]1. Starting materials: BrCCOc1ccccc1-c1nc2ccccc2s1, CC(C)(C)O, c1ccc(C(c2ccccc2)N2CCNCC2)cc1. Product: c1ccc(C(c2ccccc2)N2CCN(CCOc3ccccc3-c3nc4ccccc4s3)CC2)cc1. RXN SMILES: [Br:20][CH2:21][CH2:22][O:23][c:24]1[c:25](-[c:30]2[s:31][c:32]3[c:33]([n:34]2)[cH:35][cH:36][cH:37][cH:38]3)[cH:26][cH:27][cH:28][cH:29]1.[C:39]([OH:40])([CH3:41])([CH3:42])[CH3:43].[CH:1]([c:2]1[cH:3][cH:4][cH:5][cH:6][cH:7]1)([c:8]1[cH:9][cH:10][cH:11][cH:12][cH:13]1)[N:14]1[CH2:15][CH2:16][NH:17][CH2:18][CH2:19]1>>[CH:1]([c:2]1[cH:3][cH:4][cH:5][cH:6][cH:7]1)([c:8]1[cH:9][cH:10][cH:11][cH:12][cH:13]1)[N:14]1[CH2:15][CH2:16][N:17]([CH2:21][CH2:22][O:23][c:24]2[c:25](-[c:30]3[s:31][c:32]4[c:33]([n:34]3)[cH:35][cH:36][cH:37][cH:38]4)[cH:26][cH:27][cH:28][cH:29]2)[CH2:18][CH2:19]1. Reactants: [Li+], C1CCOC1, COC(=O)c1ccc2c(=O)[nH]ccc2c1, [OH-], O. Yields the product O=C(O)c1ccc2c(=O)[nH]ccc2c1. Reaction SMILES: [Li+:21].[O:16]1[CH2:17][CH2:18][CH2:19][CH2:20]1.[O:1]=[c:2]1[nH:3][cH:4][cH:5][c:6]2[cH:7][c:8]([C:12](=[O:13])[O:14][CH3:15])[cH:9][cH:10][c:11]12.[OH-:22].[OH2:23]>>[O:1]=[c:2]1[nH:3][cH:4][cH:5][c:6]2[cH:7][c:8]([C:12](=[O:13])[OH:14])[cH:9][cH:10][c:11]12.